Dataset: the Open Reaction Database (ORD), a public repository of structured organic reaction records. Task: describe an organic reaction: reactants, conditions, products, and yield The reactants are FC1=C(C(=O)O)C=C(C(=C1)F)F (2,4,5-trifluorobenzoic acid), CC(CC)S(=O)(=O)N (butane-2-sulfonamide). Yields the product C(C)(CC)S(=O)(=O)NC(C1=C(C=C(C(=C1)F)F)F)=O (N-(sec-butylsulfonyl)-2,4,5-trifluorobenzamide). Yield: 46.0%. RXN SMILES: [F:1][C:2]1[CH:10]=[C:9]([F:11])[C:8]([F:12])=[CH:7][C:3]=1[C:4]([OH:6])=O.[CH3:13][CH:14]([S:17]([NH2:20])(=[O:19])=[O:18])[CH2:15][CH3:16]>>[CH:14]([S:17]([NH:20][C:4](=[O:6])[C:3]1[CH:7]=[C:8]([F:12])[C:9]([F:11])=[CH:10][C:2]=1[F:1])(=[O:19])=[O:18])([CH2:15][CH3:16])[CH3:13]. Procedure: Prepared according to Preparation 42 using 2,4,5-trifluorobenzoic acid (0.25 g, 1.4 mmol) and butane-2-sulfonamide (0.0.29 g, 2.1 mmol) to yield the title compound (0.19 g, 45%) as a white solid. The reactants are [Cl-].[NH4+] (ammonium chloride), Grignard reagent, N1(CCCCC1)CCC(=O)C1CC1 (cyclopropyl 2-piperidinylethyl ketone), [Mg] (magnesium), BrC=1C=C(C=CC1)C(F)(F)F (m-bromobenzotrifluoride). The solvent is CCOCC (ether), CCOCC (ether). The product is Cl.C1(CC1)C(CCN1CCCCC1)(O)C1=CC(=CC=C1)C(F)(F)F (1-Cyclopropyl-3-piperidinyl-1-(3-trifluoromethylphenyl)-1-propanol Hydrochloride). Reaction SMILES: [Mg].Br[C:3]1[CH:4]=[C:5]([C:9]([F:12])([F:11])[F:10])[CH:6]=[CH:7][CH:8]=1.[N:13]1([CH2:19][CH2:20][C:21]([CH:23]2[CH2:25][CH2:24]2)=[O:22])[CH2:18][CH2:17][CH2:16][CH2:15][CH2:14]1.[Cl-:26].[NH4+]>CCOCC>[ClH:26].[CH:23]1([C:21]([C:3]2[CH:8]=[CH:7][CH:6]=[C:5]([C:9]([F:12])([F:11])[F:10])[CH:4]=2)([OH:22])[CH2:20][CH2:19][N:13]2[CH2:18][CH2:17][CH2:16][CH2:15][CH2:14]2)[CH2:25][CH2:24]1 |f:3.4,6.7|. Reported procedure: The Grignard reagent prepared from 14.5 g. (0.6 mole) of magnesium and 136 g. (0.6 mole) of m-bromobenzotrifluoride in 800 ml. of dry ether was cooled to -30° C. and treated with 53.5 g. (0.296 mole) of crude cyclopropyl 2-piperidinylethyl ketone in 200 ml. of ether at a rate that the temperature was maintained below -20° C. After addition, the mixture was stirred and allowed to warm to room temperature over a one-hour period. The reaction mixture was treated with 32 g. of ammonium chloride in 1... Reactants: O=C([O-])[O-], CC#N, CCOC(=O)CCI, [K+], [K+], O, CCOC(=O)c1cc2ccccc2[nH]1. The product is CCOC(=O)CCc1c(C(=O)OCC)[nH]c2ccccc12. As a reaction SMILES: [C:23](=[O:24])([O-:25])[O-:26].[CH3:29][C:30]#[N:31].[I:15][CH2:16][CH2:17][C:18](=[O:19])[O:20][CH2:21][CH3:22].[K+:27].[K+:28].[OH2:32].[nH:1]1[c:2]([C:10](=[O:11])[O:12][CH2:13][CH3:14])[cH:3][c:4]2[cH:5][cH:6][cH:7][cH:8][c:9]12>>[nH:1]1[c:2]([C:10](=[O:11])[O:12][CH2:13][CH3:14])[c:3]([CH2:16][CH2:17][C:18](=[O:19])[O:20][CH2:21][CH3:22])[c:4]2[cH:5][cH:6][cH:7][cH:8][c:9]12.